Task: describe an organic reaction: reactants, conditions, products, and yield. Dataset: the Open Reaction Database (ORD), a public repository of structured organic reaction records The reactants are ClC1=CC=C(C=C1)S(=O)(=O)N1[C@@H](C[C@H](C1)NS(=O)(=O)C1=CC=C(C=C1)Cl)\C=C/CCCC(=O)OC ((2S,4R)-1-(4-chlorophenylsulfonyl)-4-(4-chlorophenylsulfonylamino)-2-[(Z)-5-methoxycarbonyl-1-pentenyl]pyrrolidine), [H-].[Al+3].[Li+].[H-].[H-].[H-] (lithium aluminum hydride). Run in O1CCCC1 (tetrahydrofuran), O1CCCC1 (tetrahydrofuran). Conditions: time 30 minute. Yields the product ClC1=CC=C(C=C1)S(=O)(=O)N1[C@@H](C[C@H](C1)NS(=O)(=O)C1=CC=C(C=C1)Cl)\C=C/CCCCO ((2S,4R)-1-(4-chlorophenylsulfonyl)-4-(4-chlorophenylsulfonylamino)-2-[(Z)-6-hydroxy-1-hexenyl]pyrrolidine). Yield: 73.7%. RXN SMILES: [Cl:1][C:2]1[CH:7]=[CH:6][C:5]([S:8]([N:11]2[CH2:15][C@H:14]([NH:16][S:17]([C:20]3[CH:25]=[CH:24][C:23]([Cl:26])=[CH:22][CH:21]=3)(=[O:19])=[O:18])[CH2:13][C@H:12]2/[CH:27]=[CH:28]\[CH2:29][CH2:30][CH2:31][C:32](OC)=[O:33])(=[O:10])=[O:9])=[CH:4][CH:3]=1.[H-].[Al+3].[Li+].[H-].[H-].[H-]>O1CCCC1>[Cl:1][C:2]1[CH:7]=[CH:6][C:5]([S:8]([N:11]2[CH2:15][C@H:14]([NH:16][S:17]([C:20]3[CH:25]=[CH:24][C:23]([Cl:26])=[CH:22][CH:21]=3)(=[O:19])=[O:18])[CH2:13][C@H:12]2/[CH:27]=[CH:28]\[CH2:29][CH2:30][CH2:31][CH2:32][OH:33])(=[O:10])=[O:9])=[CH:4][CH:3]=1 |f:1.2.3.4.5.6|. Reported procedure: To a solution of (2S,4R)-1-(4-chlorophenylsulfonyl)-4-(4-chlorophenylsulfonylamino)-2-[(Z)-5-methoxycarbonyl-1-pentenyl]pyrrolidine 500 mg) in dry tetrahydrofuran (20 ml) was added lithium aluminum hydride (34 mg) under ice bath cooling. After the mixture was stirred in an ice bath for 30 minutes, aqueous tetrahydrofuran was added thereto and the mixture was filtered through Celite. The filtrate was washed successively with water and brine and dried over magnesium sulfate. The solvent was evapor... Reactants: ClC(=O)OCC(C)C (isobutyl chloroformate), C1(CCCCC1)NC1CCCCC1 (dicyclohexylamine), ON1C(CCC1=O)=O (N-hydroxysuccinimide). Run in C(Cl)(Cl)Cl (chloroform). Conditions: time 8 hour. Product: C(OCC(C)C)(ON1C(CCC1=O)=O)=O (Isobutyl Succinimidyl Carbonate). The yield is 61.8%. RXN SMILES: Cl[C:2]([O:4][CH2:5][CH:6]([CH3:8])[CH3:7])=[O:3].C1(NC2CCCCC2)CCCCC1.[OH:22][N:23]1[C:27](=[O:28])[CH2:26][CH2:25][C:24]1=[O:29]>C(Cl)(Cl)Cl>[C:2](=[O:3])([O:22][N:23]1[C:27](=[O:28])[CH2:26][CH2:25][C:24]1=[O:29])[O:4][CH2:5][CH:6]([CH3:8])[CH3:7]. Procedure details: To a solution of isobutyl chloroformate (26 ml, 200 mmole) in 600 ml of chloroform was added in portions the dicyclohexylamine (DCHA) salt of N-hydroxysuccinimide (HOSu, 49.28 g, 200 mmole). After stirring the resulting suspension overnight, the precipitated DCHA hydrochloride was filtered off and washed with chloroform. The concentrated filtrate (ca. 50 ml) and washings were diluted with 400 ml of ethyl acetate (EtOAc) and washed with 10% citric acid (4×100 ml), brine (2×100 ml), 10% sodium bic... Reactants: CN1CCNCC1, ClP(Cl)(Cl)(Cl)Cl, Sc1nc2cc3ccccc3cc2o1, c1ccccc1. Product: CN1CCN(c2nc3cc4ccccc4cc3o2)CC1. RXN SMILES: [CH3:21][N:22]1[CH2:23][CH2:24][NH:25][CH2:26][CH2:27]1.[Cl:15][P:16]([Cl:17])([Cl:18])([Cl:19])[Cl:20].[SH:1][c:2]1[o:3][c:4]2[c:5]([n:6]1)[cH:7][c:8]1[cH:9][cH:10][cH:11][cH:12][c:13]1[cH:14]2.[cH:28]1[cH:29][cH:30][cH:31][cH:32][cH:33]1>>[c:2]1([N:25]2[CH2:24][CH2:23][N:22]([CH3:21])[CH2:27][CH2:26]2)[o:3][c:4]2[c:5]([n:6]1)[cH:7][c:8]1[cH:9][cH:10][cH:11][cH:12][c:13]1[cH:14]2. The reactants are O=C(n1ccnc1)n1ccnc1, O=C(O)c1cc2cc(Cl)ccc2[nH]1, C1CCOC1, O, NCCn1ccnc1. Product: O=C(NCCn1ccnc1)c1cc2cc(Cl)ccc2[nH]1. RXN SMILES: [C:14]([n:15]1[cH:16][cH:17][n:18][cH:19]1)([n:20]1[cH:21][cH:22][n:23][cH:24]1)=[O:25].[Cl:1][c:2]1[cH:3][c:4]2[cH:5][c:6]([C:11](=[O:12])[OH:13])[nH:7][c:8]2[cH:9][cH:10]1.[O:35]1[CH2:36][CH2:37][CH2:38][CH2:39]1.[OH2:34].[n:26]1([CH2:31][CH2:32][NH2:33])[cH:27][n:28][cH:29][cH:30]1>>[Cl:1][c:2]1[cH:3][c:4]2[cH:5][c:6]([C:11](=[O:13])[NH:33][CH2:32][CH2:31][n:26]3[cH:27][n:28][cH:29][cH:30]3)[nH:7][c:8]2[cH:9][cH:10]1. The reactants are C(C)(C)S (isopropylmercaptan), C([O-])([O-])=O.[K+].[K+] (potassium carbonate), FC1=NC=CC=C1F (2,3-difluoropyridine), ice water, C(C)(=O)OCC (ethyl acetate). The solvent is CN(C=O)C (dimethylformamide). Conditions: time 18 hour. Yields the product C(C)(C)SC1=NC=CC=C1F (2-isopropylthio-3-fluoropyridine). The yield is 89.1%. As a reaction SMILES: [CH:1]([SH:4])([CH3:3])[CH3:2].C(=O)([O-])[O-].[K+].[K+].F[C:12]1[C:17]([F:18])=[CH:16][CH:15]=[CH:14][N:13]=1.C(OCC)(=O)C>CN(C)C=O>[CH:1]([S:4][C:12]1[C:17]([F:18])=[CH:16][CH:15]=[CH:14][N:13]=1)([CH3:3])[CH3:2] |f:1.2.3|. Procedure: 181.2 g of isopropylmercaptan are added dropwise at a temperature of 0° to +2° C. in the course of 25 minutes to a suspension of 324 g of anhydrous potassium carbonate and 335.6 g of 2,3-difluoropyridine in 4500 ml of dimethylformamide. After the reaction mixture has been stirred for 18 hours at room temperature, it is poured into a mixture of 8000 ml of ice-water and 4000 ml of ethyl acetate. The organic phase is subsequently separated off and washed with ice-water and then with ethyl acetate. ... Starting materials: O (water), C(C)S(=O)(=O)N (ethanesulfonamide), ClC1=NC=C(C=C1)C(F)(F)F (2-chloro-5-trifluoromethylpyridine), C([O-])([O-])=O.[K+].[K+] (potassium carbonate). The solvent is CS(=O)C (dimethylsulfoxide). Reaction conditions: temperature 130 celsius. Yields the product FC(C=1C=CC(=NC1)NS(=O)(=O)CC)(F)F (N-(5-trifluoromethyl-2-pyridyl)ethanesulfonamide). The yield is 72.0%. As a reaction SMILES: [CH2:1]([S:3]([NH2:6])(=[O:5])=[O:4])[CH3:2].Cl[C:8]1[CH:13]=[CH:12][C:11]([C:14]([F:17])([F:16])[F:15])=[CH:10][N:9]=1.C(=O)([O-])[O-].[K+].[K+].O>CS(C)=O>[F:15][C:14]([F:17])([F:16])[C:11]1[CH:12]=[CH:13][C:8]([NH:6][S:3]([CH2:1][CH3:2])(=[O:5])=[O:4])=[N:9][CH:10]=1 |f:2.3.4|. Procedure details: 20.3 g of ethanesulfonamide and 26.0 g of 2-chloro-5-trifluoromethylpyridine were dissolved in 220 ml of dimethylsulfoxide, and 47.4 g of anhydrous potassium carbonate was further added thereto. This solution mixture was heated to 130° C. and reacted for 5 hours. After completion of the reaction, the reaction product was poured into 1 l of water. Undissolved materials in water were extracted with ethyl ether and removed. Then, the aqueous layer was adjusted to pH4 with concentrated hydrochloric ... The reactants are CS(=O)(=O)c1ccc(B(O)O)cc1, Cc1ccnc(Cl)c1, [K+], [K+], [K+], CN(C)C=O, O=P([O-])([O-])[O-]. Product: Cc1ccnc(-c2ccc(S(C)(=O)=O)cc2)c1. Reaction SMILES: [CH3:9][S:10](=[O:11])(=[O:12])[c:13]1[cH:14][cH:15][c:16]([B:19]([OH:20])[OH:21])[cH:17][cH:18]1.[Cl:1][c:2]1[n:3][cH:4][cH:5][c:6]([CH3:8])[cH:7]1.[K+:27].[K+:28].[K+:29].[O:30]=[CH:31][N:32]([CH3:33])[CH3:34].[P:22]([O-:23])([O-:24])([O-:25])=[O:26]>>[c:2]1(-[c:16]2[cH:15][cH:14][c:13]([S:10]([CH3:9])(=[O:11])=[O:12])[cH:18][cH:17]2)[n:3][cH:4][cH:5][c:6]([CH3:8])[cH:7]1.